The task is: describe an organic reaction: reactants, conditions, products, and yield. This data is from the Open Reaction Database (ORD), a public repository of structured organic reaction records. As a reaction SMILES: [C:7](#[N:8])[c:9]1[c:10]([O:11][CH2:12][C:13](=[O:14])[OH:15])[cH:16][c:17]([O:20][c:21]2[cH:22][c:23]3[c:24]([cH:29][cH:30]2)[B:25]([OH:28])[O:26][CH2:27]3)[cH:18][cH:19]1.[CH2:1]1[CH2:2][O:3][CH2:4][CH2:5][NH:6]1>>[CH2:1]1[CH2:2][O:3][CH2:4][CH2:5][N:6]1[C:13]([CH2:12][O:11][c:10]1[c:9]([C:7]#[N:8])[cH:19][cH:18][c:17]([O:20][c:21]2[cH:22][c:23]3[c:24]([cH:29][cH:30]2)[B:25]([OH:28])[O:26][CH2:27]3)[cH:16]1)=[O:14]. The reactants are N#Cc1ccc(Oc2ccc3c(c2)COB3O)cc1OCC(=O)O, C1COCCN1. The product is N#Cc1ccc(Oc2ccc3c(c2)COB3O)cc1OCC(=O)N1CCOCC1.